Dataset: the Open Reaction Database (ORD), a public repository of structured organic reaction records. Task: describe an organic reaction: reactants, conditions, products, and yield Starting materials: CN(C)C=O (DMF), ClC=1C=C(C=O)C=CC1F (3-chloro-4-fluorobenzaldehyde), C([O-])([O-])=O.[K+].[K+] (potassium carbonate), N1C=NC=C1 (imidazole). Yields the product ClC=1C=C(C=O)C=CC1N1C=NC=C1 (3-chloro-4-(1H-imidazol-1-yl)benzaldehyde). Reaction SMILES: CN(C=O)C.[Cl:6][C:7]1[CH:8]=[C:9]([CH:12]=[CH:13][C:14]=1F)[CH:10]=[O:11].C(=O)([O-])[O-].[K+].[K+].[NH:22]1[CH:26]=[CH:25][N:24]=[CH:23]1>C(OCC)(=O)C.O>[Cl:6][C:7]1[CH:8]=[C:9]([CH:12]=[CH:13][C:14]=1[N:22]1[CH:26]=[CH:25][N:24]=[CH:23]1)[CH:10]=[O:11] |f:2.3.4|. Procedure: To a DMF (20 mL) solution of 3-chloro-4-fluorobenzaldehyde (500 mg), potassium carbonate (1.20 g) and imidazole (275 mg) were added one by one, and the reaction solution was agitated at 80° C. overnight. Water and ethyl acetate were added to the reaction solution, and the organic layer was partitioned. After the obtained organic layer was washed with a saturated saline solution, it was dried over anhydrous magnesium sulfate and concentrated under reduced pressure. The obtained residue was purifi... The yield is 84.1%. Conditions: temperature 80 celsius, time 8 hour. Solvent: C(C)(=O)OCC (ethyl acetate), O (Water). The reactants are C(C1=CC=CC=C1)OC=1C=C(C=C(C1)C)OS(=O)(=O)C1=C(C=CC=C1)Cl (2-chlorobenzenesulfonic acid 3-benzyloxy-5-methylphenyl ester). The reagents and catalysts are [Pd] (palladium on carbon). The solvent is O1CCCC1 (tetrahydrofuran). Product: OC=1C=C(C=C(C1)C)OS(=O)(=O)C1=C(C=CC=C1)Cl (2-Chlorobenzenesulfonic acid 3-hydroxy-5-methylphenyl ester). Reaction SMILES: C([O:8][C:9]1[CH:10]=[C:11]([O:16][S:17]([C:20]2[CH:25]=[CH:24][CH:23]=[CH:22][C:21]=2[Cl:26])(=[O:19])=[O:18])[CH:12]=[C:13]([CH3:15])[CH:14]=1)C1C=CC=CC=1>[Pd].O1CCCC1>[OH:8][C:9]1[CH:10]=[C:11]([O:16][S:17]([C:20]2[CH:25]=[CH:24][CH:23]=[CH:22][C:21]=2[Cl:26])(=[O:19])=[O:18])[CH:12]=[C:13]([CH3:15])[CH:14]=1. Procedure: A mixture of 2-chlorobenzenesulfonic acid 3-benzyloxy-5-methylphenyl ester (4.66 g, 12 mmol), as prepared in the preceding step, and 10% palladium on carbon (500 mg) in tetrahydrofuran (80 mL) was hydrogenated (balloon) for 3 h. The catalyst was removed by filtration through diatomaceous earth (tetrahydrofuran washes) and the filtrate was concentrated in vacuo. The residue was purified by flash column chromatography (methylene chloride) to give the title compound as a pale-yellow solid (3.20 g, ... Reactants: C1=NC(=CC2=CC=CC=C12)N (isoquinolin-3-amine), C(=O)(C(F)(F)F)O (TFA). Reagents/catalysts: [Pt](=O)=O (platinum(IV)oxide). Reaction conditions: time 3 hour. Yields the product C1=NC(=CC=2CCCCC12)N (5,6,7,8-tetrahydroisoquinolin-3-amine). Isolated yield 56.8%. RXN SMILES: [CH:1]1[C:10]2[C:5](=[CH:6][CH:7]=[CH:8][CH:9]=2)[CH:4]=[C:3]([NH2:11])[N:2]=1.C(O)(C(F)(F)F)=O>[Pt](=O)=O>[CH:1]1[C:10]2[CH2:9][CH2:8][CH2:7][CH2:6][C:5]=2[CH:4]=[C:3]([NH2:11])[N:2]=1. Procedure: A mixture of isoquinolin-3-amine (239 mg, 1.66 mmol), platinum(IV)oxide (28 mg, 0.123 mmol), and TFA (6 mL) was hydrogenated in the Parr apparatus for 3 hrs. The reaction mixture was filtered with the aid of ethyl acetate. The filtrate was evaporated in vacuo and the residue was partitioned between 10% aqueous sodium carbonate and ethyl acetate. The layers were separated, the aqueous phase was washed again with ethyl acetate, and the combined organic layers were washed with brine and dried over ... Starting materials: ClC1=C(C(=CC(=C1)C(=O)OCC)Cl)N1[N+](=CC(=N1)C)[O-] (2-(2,6-dichloro-4-ethoxycarbonylphenyl)-4-methyl-2H-1,2,3-triazole 1-oxide), F[B-](F)(F)F.C[O+](C)C (trimethyloxonium tetrafluoroborate), C[S-].[Na+] (sodium methanethiolate). The solvent is O1CCCC1 (tetrahydrofuran). Product: ClC1=C(C(=CC(=C1)C(=O)OCC)Cl)N1N=CC(=N1)C (2-(2,6-dichloro-4-ethoxycarbonylphenyl)-4-methyl-2H-1,2,3-triazole). As a reaction SMILES: [Cl:1][C:2]1[CH:7]=[C:6]([C:8]([O:10][CH2:11][CH3:12])=[O:9])[CH:5]=[C:4]([Cl:13])[C:3]=1[N:14]1[N:18]=[C:17]([CH3:19])[CH:16]=[N+:15]1[O-].F[B-](F)(F)F.C[O+](C)C.C[S-].[Na+]>O1CCCC1>[Cl:13][C:4]1[CH:5]=[C:6]([C:8]([O:10][CH2:11][CH3:12])=[O:9])[CH:7]=[C:2]([Cl:1])[C:3]=1[N:14]1[N:18]=[C:17]([CH3:19])[CH:16]=[N:15]1 |f:1.2,3.4|. Procedure details: 2-(2,6-dichloro-4-ethoxycarbonylphenyl)-4-methyl-2H-1,2,3-triazole 1-oxide (2 g) was treated with trimethyloxonium tetrafluoroborate in a similar manner to Example 2. The product was dissolved in tetrahydrofuran and and treated as in Example 3 with sodium methanethiolate (0.4 g) to give 2-(2,6-dichloro-4-ethoxycarbonylphenyl)-4-methyl-2H-1,2,3-triazole, m.p. 136°-137.5°. (Compound 35) Reactants: Compound 278, C(C)(C)(C)OC(=O)N1CCC(CC1)NC1=C2C(=NC=C1C(=O)OCC)SC(=C2)CC(F)(F)F (Ethyl 4-(1-(tert-butoxycarbonyl)piperidin-4-ylamino)-2-(2,2,2-trifluoroethyl)thieno[2,3-b]pyridine-5-carboxylate), FC(C(=O)O)(F)F (Trifluoroacetic acid), C(=O)C=1C=C2C=C(NC2=CC1)C#N (5-formyl-1H-indole-2-carbonitrile), C(C)(=O)O[BH-](OC(C)=O)OC(C)=O.[Na+] (sodium tri(acetoxy)borohydride). Solvent: C(Cl)Cl (CH2Cl2), CCOC(=O)C (EtOAc). Conditions: time 2 hour. Yields the product FC(CC1=CC=2C(=NC=C(C2NC2CCN(CC2)C(=O)OC(C)(C)C)CO)S1)(F)F (Tert-butyl 4-(2-(2,2,2-trifluoroethyl)-5-(hydroxymethyl)thieno[2,3-b]pyridin-4-ylamino)piperidine-1-carboxylate). Yield: 3.1%. Reaction SMILES: [C:1]([O:5][C:6]([N:8]1[CH2:13][CH2:12][CH:11]([NH:14][C:15]2[C:20]([C:21](OCC)=[O:22])=[CH:19][N:18]=[C:17]3[S:26][C:27]([CH2:29][C:30]([F:33])([F:32])[F:31])=[CH:28][C:16]=23)[CH2:10][CH2:9]1)=[O:7])([CH3:4])([CH3:3])[CH3:2].FC(F)(F)C(O)=O.C(C1C=C2C(=CC=1)NC(C#N)=C2)=O.C(O[BH-](OC(=O)C)OC(=O)C)(=O)C.[Na+]>C(Cl)Cl.CCOC(C)=O>[F:33][C:30]([F:31])([F:32])[CH2:29][C:27]1[S:26][C:17]2=[N:18][CH:19]=[C:20]([CH2:21][OH:22])[C:15]([NH:14][CH:11]3[CH2:12][CH2:13][N:8]([C:6]([O:5][C:1]([CH3:2])([CH3:3])[CH3:4])=[O:7])[CH2:9][CH2:10]3)=[C:16]2[CH:28]=1 |f:3.4|. Reported procedure: Ethyl 4-(1-(tert-butoxycarbonyl)piperidin-4-ylamino)-2-(2,2,2-trifluoroethyl)thieno[2,3-b]pyridine-5-carboxylate (45 mg, 0.1 mmol) was dissolved in CH2Cl2 (3 mL). Trifluoroacetic acid (2 mL) was added to the solution. After 2 hours, the solution was concentrated in vacuo. The residue was dissolved in CH2Cl2 (10 mL), and washed with a 10% solution of K2CO3 (2×1 mL), and dried over anhydrous K2CO3. The organic phase was concentrated to give tan residue, which was used in the next step without furt... Reactants: COc1ccc(-c2nc3cc(OC)cc(Br)c3o2)cc1, CCOC(C)=O, N#C[Cu], CN(C)C=O. The product is COc1ccc(-c2nc3cc(OC)cc(C#N)c3o2)cc1. As a reaction SMILES: [Br:1][c:2]1[cH:3][c:4]([O:19][CH3:20])[cH:5][c:6]2[n:7][c:8](-[c:11]3[cH:12][cH:13][c:14]([O:17][CH3:18])[cH:15][cH:16]3)[o:9][c:10]12.[CH3:29][CH2:30][O:31][C:32](=[O:33])[CH3:34].[Cu:21][C:22]#[N:23].[O:24]=[CH:25][N:26]([CH3:27])[CH3:28]>>[c:2]1([C:22]#[N:23])[cH:3][c:4]([O:19][CH3:20])[cH:5][c:6]2[n:7][c:8](-[c:11]3[cH:12][cH:13][c:14]([O:17][CH3:18])[cH:15][cH:16]3)[o:9][c:10]12. The reactants are C(C1=CC=CC=C1)ON=C(C(C(=O)OC)=O)CC (methyl 3-benzyloxyimino-2-oxovalerate), N1CCOCC1 (morpholine). Conditions: temperature 100 celsius, time 3 hour. The product is C(C1=CC=CC=C1)ON=C(C(C(=O)N1CCOCC1)=O)CC (4-(3-benzyloxyimino-2-oxovaleryl)morpholine). Isolated yield 56.0%. Reaction SMILES: [CH2:1]([O:8][N:9]=[C:10]([CH2:17][CH3:18])[C:11](=[O:16])[C:12]([O:14]C)=O)[C:2]1[CH:7]=[CH:6][CH:5]=[CH:4][CH:3]=1.[NH:19]1[CH2:24][CH2:23][O:22][CH2:21][CH2:20]1>>[CH2:1]([O:8][N:9]=[C:10]([CH2:17][CH3:18])[C:11](=[O:16])[C:12]([N:19]1[CH2:24][CH2:23][O:22][CH2:21][CH2:20]1)=[O:14])[C:2]1[CH:3]=[CH:4][CH:5]=[CH:6][CH:7]=1. Procedure details: 10.0 g (0.04 mol) of methyl 3-benzyloxyimino-2-oxovalerate and 20 ml of morpholine were combined and the mixture was stirred for 3 hours at 100° C. After distilling the morpholine off under reduced pressure, 100 ml of water was added and the mixture was extracted three times with 100 ml of diethylether. After washing with water and a saturated aqueous sodium chloride followed by anhydrous magnesium sulfate, the solvent was distilled off under reduced pressure to obtain a residue, which was purif...